From a dataset of the Open Reaction Database (ORD), a public repository of structured organic reaction records. describe an organic reaction: reactants, conditions, products, and yield Starting materials: C(C)C=1C=NC=CC1C (3-ethyl-4-methylpyridine), BrCCCC1=CC(=CC=C1)Cl (1-bromo-3-(3-chlorophenyl)-propane). Yields the product ClC=1C=C(C=CC1)CCCCC1=C(C=NC=C1)CC (1-(3-chlorophenyl)-4-(3-ethyl-4-pyridyl)butane). Yield: 61.0%. RXN SMILES: [CH2:1]([C:3]1[CH:4]=[N:5][CH:6]=[CH:7][C:8]=1[CH3:9])[CH3:2].Br[CH2:11][CH2:12][CH2:13][C:14]1[CH:19]=[CH:18][CH:17]=[C:16]([Cl:20])[CH:15]=1>>[Cl:20][C:16]1[CH:15]=[C:14]([CH2:13][CH2:12][CH2:11][CH2:9][C:8]2[CH:7]=[CH:6][N:5]=[CH:4][C:3]=2[CH2:1][CH3:2])[CH:19]=[CH:18][CH:17]=1. Procedure: 1.83 g (15.1 mmol) of 3-ethyl-4-methylpyridine and 3.53 g (15.1 mmol) of 1-bromo-3-(3-chlorophenyl)-propane were reacted in the same manner as in Example 26. The reaction product was purified to obtain 2.52 g of the desired compound (yield: 61.0%). Starting materials: N1C(C=NC2=CC=CC=C12)=O (quinoxalin-2(1H)-one), [H-].[Na+] (sodium hydride), BrCC1OCCO1 (2-bromomethyl-1,3-dioxolane), resultant solution, BrCC1OCCO1 (2-bromomethyl-1,3-dioxolane), Cl (hydrochloric acid). Solvent: CN(C=O)C (N,N-dimethylformamide), O (water), C(C)(=O)OCC (ethyl acetate). Reaction conditions: temperature 40 celsius, time 15 minute. Product: O1C(OCC1)CN1C(C=NC2=CC=CC=C12)=O (1-(1,3-dioxolan-2-ylmethyl)quinoxalin-2(1H)-one). Reaction SMILES: [NH:1]1[C:10]2[C:5](=[CH:6][CH:7]=[CH:8][CH:9]=2)[N:4]=[CH:3][C:2]1=[O:11].[H-].[Na+].Br[CH2:15][CH:16]1[O:20][CH2:19][CH2:18][O:17]1.Cl>O.C(OCC)(=O)C.CN(C)C=O>[O:17]1[CH2:18][CH2:19][O:20][CH:16]1[CH2:15][N:1]1[C:10]2[C:5](=[CH:6][CH:7]=[CH:8][CH:9]=2)[N:4]=[CH:3][C:2]1=[O:11] |f:1.2|. Reported procedure: To 20 mL of an N,N-dimethylformamide suspension containing 2.0 g of quinoxalin-2(1H)-one, 0.82 g of 60% sodium hydride was dividedly added at room temperature, and the mixture was stirred at 40° C. for 15 minutes. Thereto was added 2.1 mL of 2-bromomethyl-1,3-dioxolane, and the mixture was stirred at 60° C. for 30 minutes, and stirred at 110 to 120° C. for 1 hour. Thereto was added 2.1 mL of 2-bromomethyl-1,3-dioxolane, and the mixture was stirred at 110 to 120° C. for 5 hours. The reaction mixt... Conditions: time 8 hour. Reported procedure: {4-[4-(tert-Butyl-dimethyl-silanyloxy)-cyclohex-1-enyl]-phenyl}-carbamic acid benzyl ester (Intermediate 16) (350 mg, 0.8 mmol) was dissolved in EtOAc (35 mL). After de-gas by vacuum/nitrogen exchange, Pd—C (70 mg) was added. The reaction mixture was first purged with nitrogen and then hydrogen introduced by vacuum/hydrogen purge cycle. The reaction mixture was stirred at rt overnight when TLC (30% EtOAc in heptane, UV) could not detect the starting material. The reaction mixture was filtered th... As a reaction SMILES: C(OC(=O)[NH:10][C:11]1[CH:16]=[CH:15][C:14]([C:17]2[CH2:22][CH2:21][CH:20]([O:23][Si:24]([C:27]([CH3:30])([CH3:29])[CH3:28])([CH3:26])[CH3:25])[CH2:19][CH:18]=2)=[CH:13][CH:12]=1)C1C=CC=CC=1>CCOC(C)=O>[C:27]([Si:24]([CH3:26])([CH3:25])[O:23][CH:20]1[CH2:19][CH2:18][CH:17]([C:14]2[CH:13]=[CH:12][C:11]([NH2:10])=[CH:16][CH:15]=2)[CH2:22][CH2:21]1)([CH3:30])([CH3:29])[CH3:28]. The reactants are C(C1=CC=CC=C1)OC(NC1=CC=C(C=C1)C1=CCC(CC1)O[Si](C)(C)C(C)(C)C)=O ({4-[4-(tert-Butyl-dimethyl-silanyloxy)-cyclohex-1-enyl]-phenyl}-carbamic acid benzyl ester), C(C1=CC=CC=C1)OC(NC1=CC=C(C=C1)C1=CCC(CC1)O[Si](C)(C)C(C)(C)C)=O ({4-[4-(tert-Butyl-dimethyl-silanyloxy)-cyclohex-1-enyl]-phenyl}-carbamic acid benzyl ester). The product is C(C)(C)(C)[Si](OC1CCC(CC1)C1=CC=C(C=C1)N)(C)C (4-[4-(tert-Butyl-dimethyl-silanyloxy)-cyclohexyl]-phenylamine). Run in CCOC(=O)C (EtOAc). Yield: 53.0%. The reactants are FC=1C=C(C=NC1OC)NC1=NC=C(C=C1C1=CC(=NC(=N1)C)N(CC1=CC=C(C=C1)OC)CC1=CC=C(C=C1)OC)[C@@H](C)N1CCN(CC1)S(=O)(=O)C (6-(2-((5-fluoro-6-methoxy-3-pyridinyl)amino)-5-((1R)-1-(4-(methylsulfonyl)-1-piperazinyl)ethyl)-3-pyridinyl)-N,N-bis(4-methoxybenzyl)-2-methyl-4-pyrimidinamine). Reagents/catalysts: OS(=O)(=O)C(F)(F)F (triflic acid). Solvent: C(=O)(C(F)(F)F)O (TFA). Reaction conditions: temperature 80 celsius. Product: FC=1C=C(C=NC1OC)NC1=NC=C(C=C1C1=CC(=NC(=N1)C)N)[C@@H](C)N1CCN(CC1)S(=O)(=O)C (6-(2-((5-fluoro-6-methoxy-3-pyridinyl)amino)-5-((1R)-1-(4-(methylsulfonyl)-1-piperazinyl)ethyl)-3-pyridinyl)-2-methyl-4-pyrimidinamine). The yield is 80.7%. Reaction SMILES: [F:1][C:2]1[CH:3]=[C:4]([NH:10][C:11]2[C:16]([C:17]3[N:22]=[C:21]([CH3:23])[N:20]=[C:19]([N:24](CC4C=CC(OC)=CC=4)CC4C=CC(OC)=CC=4)[CH:18]=3)=[CH:15][C:14]([C@H:43]([N:45]3[CH2:50][CH2:49][N:48]([S:51]([CH3:54])(=[O:53])=[O:52])[CH2:47][CH2:46]3)[CH3:44])=[CH:13][N:12]=2)[CH:5]=[N:6][C:7]=1[O:8][CH3:9]>C(O)(C(F)(F)F)=O.OS(C(F)(F)F)(=O)=O>[F:1][C:2]1[CH:3]=[C:4]([NH:10][C:11]2[C:16]([C:17]3[N:22]=[C:21]([CH3:23])[N:20]=[C:19]([NH2:24])[CH:18]=3)=[CH:15][C:14]([C@H:43]([N:45]3[CH2:46][CH2:47][N:48]([S:51]([CH3:54])(=[O:53])=[O:52])[CH2:49][CH2:50]3)[CH3:44])=[CH:13][N:12]=2)[CH:5]=[N:6][C:7]=1[O:8][CH3:9]. Procedure details: A solution of 6-(2-((5-fluoro-6-methoxy-3-pyridinyl)amino)-5-((1R)-1-(4-(methylsulfonyl)-1-piperazinyl)ethyl)-3-pyridinyl)-N,N-bis(4-methoxybenzyl)-2-methyl-4-pyrimidinamine (0.200 g, 0.264 mmol) in TFA (2 mL) at RT was treated with a few drops of triflic acid. The solution was heated to 80° C. for 90 minutes. The reaction mixture was allowed to cool to RT and was then concentrated. A few ice cubes were added and then saturated NaHCO3 (aq.) was added followed by CH2Cl2. The mixture was filtered ... Starting materials: COc1ccc(C(=O)C2(OC)OC2CCCl)cc1, COC1(C(=O)c2ccc(Cl)cc2)OC1CCCl. Product: COC1(C(=O)c2ccccc2)OC1CCCl. Reaction SMILES: [CH3:18][O:19][c:20]1[cH:21][cH:22][c:23]([C:24]([C:25]2([O:26][CH3:27])[O:28][CH:29]2[CH2:30][CH2:31][Cl:32])=[O:33])[cH:34][cH:35]1.[Cl:1][c:2]1[cH:3][cH:4][c:5]([C:6](=[O:7])[C:8]2([O:14][CH3:15])[CH:9]([CH2:10][CH2:11][Cl:12])[O:13]2)[cH:16][cH:17]1>>[cH:2]1[cH:3][cH:4][c:5]([C:6](=[O:7])[C:8]2([O:14][CH3:15])[CH:9]([CH2:10][CH2:11][Cl:12])[O:13]2)[cH:16][cH:17]1. Product: Compound 162, C(C1=CC=CC=C1)OC[C@@H](C(=O)NC1=CC=C(C=C1)OC1=CC=C(C=C1)F)NC(CC=1N=C(NC1)C)=O ((S)-3-(benzyloxy)-N-(4-(4-fluorophenoxy)phenyl)-2-(2-(2-methyl-1H-imidazol-4-yl)acetamido)propanamide). Reactants: Cl.CC=1NC=C(N1)CC(=O)O (2-(2-methyl-1H-imidazol-4-yl)acetic acid hydrochloride), N[C@H](C(=O)NC1=CC=C(C=C1)OC1=CC=C(C=C1)F)COCC1=CC=CC=C1 ((S)-2-amino-3-(benzyloxy)-N-(4-(4-fluorophenoxy)phenyl)propanamide). As a reaction SMILES: Cl.[CH3:2][C:3]1[NH:4][CH:5]=[C:6]([CH2:8][C:9]([OH:11])=O)[N:7]=1.[NH2:12][C@@H:13]([CH2:31][O:32][CH2:33][C:34]1[CH:39]=[CH:38][CH:37]=[CH:36][CH:35]=1)[C:14]([NH:16][C:17]1[CH:22]=[CH:21][C:20]([O:23][C:24]2[CH:29]=[CH:28][C:27]([F:30])=[CH:26][CH:25]=2)=[CH:19][CH:18]=1)=[O:15]>>[CH2:33]([O:32][CH2:31][C@H:13]([NH:12][C:9](=[O:11])[CH2:8][C:6]1[N:7]=[C:3]([CH3:2])[NH:4][CH:5]=1)[C:14]([NH:16][C:17]1[CH:22]=[CH:21][C:20]([O:23][C:24]2[CH:29]=[CH:28][C:27]([F:30])=[CH:26][CH:25]=2)=[CH:19][CH:18]=1)=[O:15])[C:34]1[CH:39]=[CH:38][CH:37]=[CH:36][CH:35]=1 |f:0.1|. Reported procedure: Proceeding as in Example 1, but substituting 2-(2-methyl-1H-imidazol-4-yl)acetic acid hydrochloride and (S)-2-amino-3-(benzyloxy)-N-(4-(4-fluorophenoxy)phenyl)propanamide, gave Compound 162, (S)-3-(benzyloxy)-N-(4-(4-fluorophenoxy)phenyl)-2-(2-(2-methyl-1H-imidazol-4-yl)acetamido)propanamide (52 mg, 7%). 1H-NMR (400 MHz, DMSO-D6): σ 10.19 (s, 1H), 8.40-8.36 (m, 2H), 7.61 (d, 2H), 7.32-7.18 (m, 6H), 7.04-6.97 (m, 3H), 6.74 (br s, 1H), 4.69-4.64 (m, 1H), 4.52 (s, 2H), 3.67-3.54 (m, 4H), 2.20 (s, 3... Yield: 7.0%. The reactants are SCCS, ClCCl, Cl[Fe](Cl)Cl, CSc1c(C(C)=O)nn(-c2c(Cl)cc(C(F)(F)F)cc2Cl)c1N. Yields the product CSc1c(C2(C)SCCS2)nn(-c2c(Cl)cc(C(F)(F)F)cc2Cl)c1N. RXN SMILES: [CH2:24]([CH2:25][SH:26])[SH:27].[CH2:32]([Cl:33])[Cl:34].[Cl:28][Fe:29]([Cl:30])[Cl:31].[NH2:1][c:2]1[c:3]([S:22][CH3:23])[c:4]([C:19]([CH3:20])=[O:21])[n:5][n:6]1-[c:7]1[c:8]([Cl:18])[cH:9][c:10]([C:14]([F:15])([F:16])[F:17])[cH:11][c:12]1[Cl:13]>>[NH2:1][c:2]1[c:3]([S:22][CH3:23])[c:4]([C:19]2([CH3:20])[S:26][CH2:25][CH2:24][S:27]2)[n:5][n:6]1-[c:7]1[c:8]([Cl:18])[cH:9][c:10]([C:14]([F:15])([F:16])[F:17])[cH:11][c:12]1[Cl:13].